Dataset: the Open Reaction Database (ORD), a public repository of structured organic reaction records. Task: describe an organic reaction: reactants, conditions, products, and yield The reactants are COC1=CC=C2C(=C(C(OC2=C1)(C)C)C1=CC=CC=C1)C1=CC=C(C=C1)OCCN1CCCC1 (7-Methoxy-2,2-dimethyl-3-phenyl-4-{4-[2-(pyrrolidin-1-yl)ethoxy]phenyl}-3-chromene), [H][H] (hydrogen). The reagents and catalysts are [Pd] (Palladium on carbon). Solvent: C(C)(=O)O (acetic acid). Yields the product COC1=CC=C2[C@@H]([C@@H](C(OC2=C1)(C)C)C1=CC=CC=C1)C1=CC=C(C=C1)OCCN1CCCC1 (cis-7-Methoxy-2.2-dimethyl-3-phenyl-4-{4-[2-(pyrrolidin-1-yl)ethoxy]phenyl}chromane). RXN SMILES: [CH3:1][O:2][C:3]1[CH:12]=[C:11]2[C:6]([C:7]([C:21]3[CH:26]=[CH:25][C:24]([O:27][CH2:28][CH2:29][N:30]4[CH2:34][CH2:33][CH2:32][CH2:31]4)=[CH:23][CH:22]=3)=[C:8]([C:15]3[CH:20]=[CH:19][CH:18]=[CH:17][CH:16]=3)[C:9]([CH3:14])([CH3:13])[O:10]2)=[CH:5][CH:4]=1.[H][H]>C(O)(=O)C.[Pd]>[CH3:1][O:2][C:3]1[CH:12]=[C:11]2[C:6]([C@H:7]([C:21]3[CH:22]=[CH:23][C:24]([O:27][CH2:28][CH2:29][N:30]4[CH2:34][CH2:33][CH2:32][CH2:31]4)=[CH:25][CH:26]=3)[C@H:8]([C:15]3[CH:20]=[CH:19][CH:18]=[CH:17][CH:16]=3)[C:9]([CH3:14])([CH3:13])[O:10]2)=[CH:5][CH:4]=1. Procedure details: 7-Methoxy-2,2-dimethyl-3-phenyl-4-{4-[2-(pyrrolidin-1-yl)ethoxy]phenyl}-3-chromene (25 g) was dissolved in acetic acid (250 ml) at 60° C. Palladium on carbon (2.5 g, 10%, 50% wet) was added and the mixture hydrogenated at 1 atmosphere hydrogen pressure at 60° C. for 24 hours. The catalyst was filtered off and the filtrate evaporated to en oil. The oil was dissolved in toluene (100 ml) and washed with sodium hydroxide solution (4M) until alkaline. The aqueous phase was separated and extracted wit... The reactants are C(C)C1COC2=C(N1)C=CC(=C2)[N+](=O)[O-] ((±)-3-ethyl-3,4-dihydro-7-nitro-2H-1,4-benzoxazine), O.FC(C=O)(F)F (2,2,2-trifluoroacetaldehyde monohydrate), [BH3-]C#N.[Na+] (NaBH3CN). Product: C(C)C1COC2=C(N1CC(F)(F)F)C=CC(=C2)[N+](=O)[O-] (3-ethyl-3,4-dihydro-7-nitro-4-(2,2,2-trifluoroethyl)-2H-1,4-benzoxazine). Yield: 35.9%. Reaction SMILES: [CH2:1]([CH:3]1[NH:8][C:7]2[CH:9]=[CH:10][C:11]([N+:13]([O-:15])=[O:14])=[CH:12][C:6]=2[O:5][CH2:4]1)[CH3:2].O.[F:17][C:18]([F:22])([F:21])[CH:19]=O.[BH3-]C#N.[Na+]>>[CH2:1]([CH:3]1[N:8]([CH2:19][C:18]([F:22])([F:21])[F:17])[C:7]2[CH:9]=[CH:10][C:11]([N+:13]([O-:15])=[O:14])=[CH:12][C:6]=2[O:5][CH2:4]1)[CH3:2] |f:1.2,3.4|. Reported procedure: This compound was prepared by General Method 7 (EXAMPLE 5) from (±)-3-ethyl-3,4-dihydro-7-nitro-2H-1,4-benzoxazine (200 mg, 0.96 mmol), 2,2,2-trifluoroacetaldehyde monohydrate (1.12 g, 9.6 mmol) and NaBH3CN (292 mg, 4.6 mmol) to afford 100 mg (36%) of 3-ethyl-3,4-dihydro-7-nitro-4-(2,2,2-trifluoroethyl)-2H-1,4-benzoxazine, a yellow solid. Data for (±)-3-ethyl-3,4-dihydro-7-nitro-4-(2,2,2-trifluoroethyl)-2H-1,4-benzoxazine: Rf 0.69 (2:3 EtOAc:hexanes); 1H NMR (500 MHz, CDCl3) δ 7.80 (dd, 1H, J=8....